This data is from the Open Reaction Database (ORD), a public repository of structured organic reaction records. The task is: describe an organic reaction: reactants, conditions, products, and yield The reactants are C(C(C)C)(=O)C1=C(N(C2=CC(=CC=C12)C(=O)N)CC1=NC=CC=C1)CCC (3-isobutyryl-2-propyl-1-(2-pyridylmethyl)indole-6-carboxamide), solution, Cl (hydrogen chloride). Run in C(Cl)(Cl)Cl (chloroform), CO (methanol). Reaction conditions: time 15 minute. Product: Cl.C(C(C)C)(=O)C1=C(N(C2=CC(=CC=C12)C(=O)N)CC1=NC=CC=C1)CCC (3-isobutyryl-2-propyl-1-(2-pyridylmethyl)indole-6-carboxamide hydrochloride). RXN SMILES: [C:1]([C:6]1[C:14]2[C:9](=[CH:10][C:11]([C:15]([NH2:17])=[O:16])=[CH:12][CH:13]=2)[N:8]([CH2:18][C:19]2[CH:24]=[CH:23][CH:22]=[CH:21][N:20]=2)[C:7]=1[CH2:25][CH2:26][CH3:27])(=[O:5])[CH:2]([CH3:4])[CH3:3].[ClH:28]>C(Cl)(Cl)Cl.CO>[ClH:28].[C:1]([C:6]1[C:14]2[C:9](=[CH:10][C:11]([C:15]([NH2:17])=[O:16])=[CH:12][CH:13]=2)[N:8]([CH2:18][C:19]2[CH:24]=[CH:23][CH:22]=[CH:21][N:20]=2)[C:7]=1[CH2:25][CH2:26][CH3:27])(=[O:5])[CH:2]([CH3:4])[CH3:3] |f:4.5|. Procedure: To a solution of 3-isobutyryl-2-propyl-1-(2-pyridylmethyl)indole-6-carboxamide (80 mg) in chloroform (2 ml) was added 1M solution of hydrogen chloride in methanol (1 ml) at 25° C., and the mixture was stirred for 15 minutes. After evaporation or solvent, the residue was crystallized from a mixture of ethanol and ethyl acetate to give 3-isobutyryl-2-propyl-1-(2-pyridylmethyl)indole-6-carboxamide hydrochloride (80 mg) as colorless crystals.